This data is from the Open Reaction Database (ORD), a public repository of structured organic reaction records. The task is: describe an organic reaction: reactants, conditions, products, and yield Yields the product CCCC(O)C(CNCc1ccc(C)cc1C)NC(=O)CC(=O)Nc1cc(NC(=O)NCC)cc(C(F)(F)F)c1. Starting materials: CCCC(O)C(CN(Cc1ccc(C)cc1C)C(=O)OCc1ccccc1)NC(=O)CC(=O)Nc1cc(NC(=O)NCC)cc(C(F)(F)F)c1, CO. As a reaction SMILES: [CH2:1]([O:2][C:3](=[O:4])[N:10]([CH2:11][CH:12]([CH:13]([CH2:14][CH2:15][CH3:16])[OH:17])[NH:18][C:19]([CH2:20][C:21]([NH:22][c:23]1[cH:24][c:25]([NH:33][C:34](=[O:35])[NH:36][CH2:37][CH3:38])[cH:26][c:27]([C:29]([F:30])([F:31])[F:32])[cH:28]1)=[O:39])=[O:40])[CH2:41][c:42]1[c:43]([CH3:49])[cH:44][c:45]([CH3:48])[cH:46][cH:47]1)[c:5]1[cH:6][cH:7][cH:8][cH:9][cH:50]1.[CH3:51][OH:52]>>[NH:10]([CH2:11][CH:12]([CH:13]([CH2:14][CH2:15][CH3:16])[OH:17])[NH:18][C:19]([CH2:20][C:21]([NH:22][c:23]1[cH:24][c:25]([NH:33][C:34](=[O:35])[NH:36][CH2:37][CH3:38])[cH:26][c:27]([C:29]([F:30])([F:31])[F:32])[cH:28]1)=[O:39])=[O:40])[CH2:41][c:42]1[c:43]([CH3:49])[cH:44][c:45]([CH3:48])[cH:46][cH:47]1. Reactants: BrC=1C=C(C(=O)O)C=C(C1)F (3-bromo-5-fluorobenzoic acid), [BH4-].[Na+] (Sodium borohydride), ice water. Run in COCCOCCOC (diethylene glycol dimethyl ether), COCCOCCOC (diethylene glycol dimethyl ether), COCCOCCOC (diethylene glycol dimethyl ether), COCCOCCOC (diethylene glycol dimethyl ether). Product: BrC=1C=C(CO)C=C(C1)F (3-Bromo-5-fluorobenzyl Alcohol). As a reaction SMILES: [BH4-].[Na+].[Br:3][C:4]1[CH:5]=[C:6]([CH:10]=[C:11]([F:13])[CH:12]=1)[C:7](O)=[O:8]>COCCOCCOC>[Br:3][C:4]1[CH:5]=[C:6]([CH:10]=[C:11]([F:13])[CH:12]=1)[CH2:7][OH:8] |f:0.1|. Procedure: Sodium borohydride (1.68 g) was added to diethylene glycol dimethyl ether (40 ml). While the mixture was stirred at room temperature, 3-bromo-5-fluorobenzoic acid (9.72 g) was added portionwise (six portions). After the crystals were completely dissolved, trifluoroborane ether complex (8.40 g) in diethylene glycol dimethyl ether (10 ml) was added dropwise thereto. The mixture was stirred for 5 hours, and poured into ice/water. The mixture was extracted with ether (200 ml), and washed with water,... Starting materials: NC1=CC=CC=C1 (Aniline), C(C(C)C)C(=O)C (methyl isobutyl ketone). Yields the product C(C)(C)C1=C(NC2=CC=CC=C12)C (3-Isopropyl-2-methylindole). Yield: 86.0%. As a reaction SMILES: [NH2:1][C:2]1[CH:7]=[CH:6][CH:5]=[CH:4][CH:3]=1.[CH2:8]([C:12]([CH3:14])=O)[CH:9]([CH3:11])[CH3:10]>>[CH:9]([C:8]1[C:7]2[C:2](=[CH:3][CH:4]=[CH:5][CH:6]=2)[NH:1][C:12]=1[CH3:14])([CH3:11])[CH3:10]. Procedure details: Aniline was reacted with methyl isobutyl ketone in the same way as in Example 3. 3-Isopropyl-2-methylindole was formed in a yield of 86% of the theoretical yield. The reactants are COc1cc(C=O)cc(OC)c1, CC(=O)O, CO, ClCCl, O=C1N(CCN2CCNCC2)CCC1(c1ccc(F)cc1)c1ccc(F)cc1. Yields the product COc1cc(CN2CCN(CCN3CCC(c4ccc(F)cc4)(c4ccc(F)cc4)C3=O)CC2)cc(OC)c1. RXN SMILES: [CH3:29][O:30][c:31]1[cH:32][c:33]([CH:34]=[O:35])[cH:36][c:37]([O:39][CH3:40])[cH:38]1.[CH3:41][C:42](=[O:43])[OH:44].[CH3:48][OH:49].[Cl:45][CH2:46][Cl:47].[F:1][c:2]1[cH:3][cH:4][c:5]([C:8]2([c:22]3[cH:23][cH:24][c:25]([F:28])[cH:26][cH:27]3)[C:9](=[O:21])[N:10]([CH2:13][CH2:14][N:15]3[CH2:16][CH2:17][NH:18][CH2:19][CH2:20]3)[CH2:11][CH2:12]2)[cH:6][cH:7]1>>[F:1][c:2]1[cH:3][cH:4][c:5]([C:8]2([c:22]3[cH:23][cH:24][c:25]([F:28])[cH:26][cH:27]3)[C:9](=[O:21])[N:10]([CH2:13][CH2:14][N:15]3[CH2:16][CH2:17][N:18]([CH2:34][c:33]4[cH:32][c:31]([O:30][CH3:29])[cH:38][c:37]([O:39][CH3:40])[cH:36]4)[CH2:19][CH2:20]3)[CH2:11][CH2:12]2)[cH:6][cH:7]1. Starting materials: ClCC=1C(=NOC1C(C)C)C1=C(C=CC=C1Cl)Cl (4-(chloromethyl)-3-(2,6-dichlorophenyl)-5-(1-methylethyl)isoxazole), OC1=CC=C(C=C1)C=1C=C2C=CC(=NC2=CC1)C(=O)OC (methyl 6-(4-hydroxyphenyl)-2-quinolinecarboxylate), ClCC=1C(=NOC1C(C)C)C1=C(C=CC=C1Cl)Cl (4-(chloromethyl)-3-(2,6-dichlorophenyl)-5-(1-methylethyl)isoxazole), C([O-])([O-])=O.[Cs+].[Cs+] (cesium carbonate), O (water). Solvent: CN(C)C=O (DMF), CN(C)C=O (DMF). Run at temperature 65 celsius. Yields the product ClC1=C(C(=CC=C1)Cl)C1=NOC(=C1COC1=CC=C(C=C1)C=1C=C2C=CC(=NC2=CC1)C(=O)OC)C(C)C (methyl 6-[4-({[3-(2,6-dichlorophenyl)-5-(1-methylethyl)-4-isoxazolyl]methyl}oxy)phenyl]-2-quinolinecarboxylate). The yield is 55.9%. RXN SMILES: [OH:1][C:2]1[CH:7]=[CH:6][C:5]([C:8]2[CH:9]=[C:10]3[C:15](=[CH:16][CH:17]=2)[N:14]=[C:13]([C:18]([O:20][CH3:21])=[O:19])[CH:12]=[CH:11]3)=[CH:4][CH:3]=1.Cl[CH2:23][C:24]1[C:25]([C:32]2[C:37]([Cl:38])=[CH:36][CH:35]=[CH:34][C:33]=2[Cl:39])=[N:26][O:27][C:28]=1[CH:29]([CH3:31])[CH3:30].C(=O)([O-])[O-].[Cs+].[Cs+].O>CN(C=O)C>[Cl:38][C:37]1[CH:36]=[CH:35][CH:34]=[C:33]([Cl:39])[C:32]=1[C:25]1[C:24]([CH2:23][O:1][C:2]2[CH:7]=[CH:6][C:5]([C:8]3[CH:9]=[C:10]4[C:15](=[CH:16][CH:17]=3)[N:14]=[C:13]([C:18]([O:20][CH3:21])=[O:19])[CH:12]=[CH:11]4)=[CH:4][CH:3]=2)=[C:28]([CH:29]([CH3:31])[CH3:30])[O:27][N:26]=1 |f:2.3.4|. Reported procedure: A mixture of methyl 6-(4-hydroxyphenyl)-2-quinolinecarboxylate (222 g, 0.8 mol), 4-(chloromethyl)-3-(2,6-dichlorophenyl)-5-(1-methylethyl)isoxazole (292 g, 0.96 mol) and cesium carbonate (312 g, 0.96 mol) in DMF (1.5 L) was heated at 65° C. for 28 hours. Additional 4-(chloromethyl)-3-(2,6-dichlorophenyl)-5-(1-methylethyl)isoxazole (105 g, 0.34 mol) dissolved in DMF (150 mL) was added. The mixture was cooled to room temperature and poured into water (5 L) with stirring. The resulting taffy was se...